This data is from the Open Reaction Database (ORD), a public repository of structured organic reaction records. The task is: describe an organic reaction: reactants, conditions, products, and yield Starting materials: C=CC(=O)OC, COC(=O)CS, C1CCNCC1, ClC(Cl)Cl, C=CC(=O)[O-]. The product is COC(=O)CCSCC(=O)OC. RXN SMILES: [C:1]([CH:2]=[CH2:3])(=[O:4])[O:5][CH3:6].[C:7]([CH2:8][SH:9])(=[O:10])[O:11][CH3:12].[CH2:13]1[CH2:14][CH2:15][NH:16][CH2:17][CH2:18]1.[CH:24]([Cl:25])([Cl:26])[Cl:27].[O-:19][C:20]([CH:21]=[CH2:22])=[O:23]>>[C:1]([CH2:2][CH2:3][S:9][CH2:8][C:7](=[O:10])[O:11][CH3:12])(=[O:4])[O:5][CH3:6].